Task: describe an organic reaction: reactants, conditions, products, and yield. Dataset: the Open Reaction Database (ORD), a public repository of structured organic reaction records The reactants are O=C(O)CC1CCc2cc(Br)cc3[nH]c(=O)c(=O)n1c23, CC(C)(C)OC(=O)COc1cc(CNC(=O)OC(C)(C)C)ccc1N. Product: CC(C)(C)OC(=O)COc1cc(CNC(=O)OC(C)(C)C)ccc1NC(=O)CC1CCc2cc(Br)cc3[nH]c(=O)c(=O)n1c23. RXN SMILES: [Br:26][c:27]1[cH:28][c:29]2[c:30]3[n:31]([c:32](=[O:38])[c:33](=[O:37])[nH:34][c:35]3[cH:36]1)[CH:39]([CH2:42][C:43](=[O:44])[OH:45])[CH2:40][CH2:41]2.[C:1]([CH3:2])([CH3:3])([CH3:4])[O:5][C:6](=[O:7])[NH:8][CH2:9][c:10]1[cH:11][c:12]([O:17][CH2:18][C:19](=[O:20])[O:21][C:22]([CH3:23])([CH3:24])[CH3:25])[c:13]([NH2:14])[cH:15][cH:16]1>>[C:1]([CH3:2])([CH3:3])([CH3:4])[O:5][C:6](=[O:7])[NH:8][CH2:9][c:10]1[cH:11][c:12]([O:17][CH2:18][C:19](=[O:20])[O:21][C:22]([CH3:23])([CH3:24])[CH3:25])[c:13]([NH:14][C:43]([CH2:42][CH:39]2[n:31]3[c:30]4[c:29]([cH:28][c:27]([Br:26])[cH:36][c:35]4[nH:34][c:33](=[O:37])[c:32]3=[O:38])[CH2:41][CH2:40]2)=[O:44])[cH:15][cH:16]1. The reactants are CC1=C(C(C(=C(C1=O)C)C)=O)CC1=CC=C(C=C1)CCC(=O)O (3-[4-(3,5,6-trimethyl-1,4-benzoquinon-2-ylmethyl)phenyl]propionic acid), N1CCOCC1 (morpholine). Product: CC1=C(C(C(=C(C1=O)C)C)=O)CC1=CC=C(C=C1)CCC(=O)N1CCOCC1 (N-[3-[4-(3,5,6-Trimethyl-1,4-benzoquinon-2-ylmethyl)phenyl]propionyl]morpholine). Yield: 68.8%. RXN SMILES: [CH3:1][C:2]1[C:7](=[O:8])[C:6]([CH3:9])=[C:5]([CH3:10])[C:4](=[O:11])[C:3]=1[CH2:12][C:13]1[CH:18]=[CH:17][C:16]([CH2:19][CH2:20][C:21](O)=[O:22])=[CH:15][CH:14]=1.[NH:24]1[CH2:29][CH2:28][O:27][CH2:26][CH2:25]1>>[CH3:1][C:2]1[C:7](=[O:8])[C:6]([CH3:9])=[C:5]([CH3:10])[C:4](=[O:11])[C:3]=1[CH2:12][C:13]1[CH:14]=[CH:15][C:16]([CH2:19][CH2:20][C:21]([N:24]2[CH2:29][CH2:28][O:27][CH2:26][CH2:25]2)=[O:22])=[CH:17][CH:18]=1. Procedure: 3-[4-(3,5,6-trimethyl-1,4-benzoquinon-2-ylmethyl)phenyl]propionic acid (25 mg, 0.08 mmol) and morpholine (0.010 ml, 0.12 mmol) were used, and a method similar to that described in Production Example 46 was employed to obtain the title compound (21 mg, 0.055 mmol, yield 69%). The reactants are C(C)(=O)NC1CCN(CC1)C1=CC=C(C(=O)OCC)C=C1 (ethyl 4-(4-acetamidopiperidin-1-yl)benzoate), CC(C)C[AlH]CC(C)C (DIBAL-H). The solvent is C(Cl)Cl (CH2Cl2). Reaction conditions: time 20 minute. The product is OCC1=CC=C(C=C1)N1CCC(CC1)NC(C)=O (N-(1-(4-(hydroxymethyl)phenyl)piperidin-4-yl)acetamide). The yield is 24.0%. Reaction SMILES: [C:1]([NH:4][CH:5]1[CH2:10][CH2:9][N:8]([C:11]2[CH:21]=[CH:20][C:14]([C:15](OCC)=[O:16])=[CH:13][CH:12]=2)[CH2:7][CH2:6]1)(=[O:3])[CH3:2].CC(C[AlH]CC(C)C)C>C(Cl)Cl>[OH:16][CH2:15][C:14]1[CH:13]=[CH:12][C:11]([N:8]2[CH2:7][CH2:6][CH:5]([NH:4][C:1](=[O:3])[CH3:2])[CH2:10][CH2:9]2)=[CH:21][CH:20]=1. Procedure details: A solution of ethyl 4-(4-acetamidopiperidin-1-yl)benzoate (0.123 g, 0.42 mmol) in CH2Cl2 (10 mL) under nitrogen at −78° C. was treated with DIBAL-H (1.0M in hexanes, 0.950 mL, 0.95 mmol) dropwise, via a syringe. After 20 minutes, the mixture was warmed to room temperature, stirred for 1 hour, and quenched with 10% Rochelle's salt. After stirring for 10 minutes, CH2Cl2 (50 mL) was added, and the stirring was continued for 15 additional minutes. The layers were separated and the aqueous phase was ... Starting materials: BrC1=C(COCC)C=CC(=C1)F (ethyl 2-bromo-4-fluoro benzyl ether), [N+](=O)(O)[O-] (nitric acid), S(O)(O)(=O)=O (sulfuric acid). Run in ClCCCl (1,2-dichloroethane). Product: BrC1=C(COCC)C=C(C(=C1)F)[N+](=O)[O-] (ethyl 2-bromo-4-fluoro-5-nitrobenzyl ether). RXN SMILES: [Br:1][C:2]1[CH:11]=[C:10]([F:12])[CH:9]=[CH:8][C:3]=1[CH2:4][O:5][CH2:6][CH3:7].[N+:13]([O-])([OH:15])=[O:14].S(=O)(=O)(O)O>ClCCCl>[Br:1][C:2]1[CH:11]=[C:10]([F:12])[C:9]([N+:13]([O-:15])=[O:14])=[CH:8][C:3]=1[CH2:4][O:5][CH2:6][CH3:7]. Procedure details: By the method of Example 2, Step D, 7.18 g (0.0308 mole) of ethyl 2-bromo-4-fluoro benzyl ether, 2 ml of fuming nitric acid, and 18 ml of concentrated sulfuric acid were reacted in 20 ml of 1,2-dichloroethane, yielding 3.1 g of ethyl 2-bromo-4-fluoro-5-nitrobenzyl ether.